This data is from the Open Reaction Database (ORD), a public repository of structured organic reaction records. The task is: describe an organic reaction: reactants, conditions, products, and yield The reactants are C23H27N5O, CN1C(=NC2=C1C=CC(=C2)C2C(CCC2)(C)C(=O)C2(C(CCC2)C2=CC1=C(N(C(=N1)CNC1=CC=C(C=C1)C#N)C)C=C2)C)CNC2=CC=C(C=C2)C#N (1-methyl-2-[N-(4-cyanophenyl)aminomethyl]benzimidazol-5-yl-(1-methylcyclopent-1-yl) ketone), Cl (hydrochloric acid), C([O-])([O-])=O.[NH4+].[NH4+] (ammonium carbonate). The solvent is C(C)O (ethanol). The product is Cl.CN1C(=NC2=C1C=CC(=C2)C2C(CCC2)(C)C(=O)C2(C(CCC2)C2=CC1=C(N(C(=N1)CNC1=CC=C(C=C1)C(N)=N)C)C=C2)C)CNC2=CC=C(C=C2)C(N)=N (1-Methyl-2-[N-(4-amidinophenyl)aminomethyl]benzimidazol-5-yl-(1-methylcyclopent-1-yl) ketone hydrochloride). Isolated yield 63.5%. Reaction SMILES: [CH3:1][N:2]1[C:6]2[CH:7]=[CH:8][C:9]([CH:11]3[CH2:15][CH2:14][CH2:13][C:12]3([C:17]([C:19]3([CH3:44])[CH2:23][CH2:22][CH2:21][CH:20]3[C:24]3[CH:43]=[CH:42][C:27]4[N:28]([CH3:41])[C:29]([CH2:31][NH:32][C:33]5[CH:38]=[CH:37][C:36]([C:39]#[N:40])=[CH:35][CH:34]=5)=[N:30][C:26]=4[CH:25]=3)=[O:18])[CH3:16])=[CH:10][C:5]=2[N:4]=[C:3]1[CH2:45][NH:46][C:47]1[CH:52]=[CH:51][C:50]([C:53]#[N:54])=[CH:49][CH:48]=1.[ClH:55].C(=O)([O-])[O-].[NH4+:60].[NH4+:61]>C(O)C>[ClH:55].[CH3:41][N:28]1[C:27]2[CH:42]=[CH:43][C:24]([CH:20]3[CH2:21][CH2:22][CH2:23][C:19]3([C:17]([C:12]3([CH3:16])[CH2:13][CH2:14][CH2:15][CH:11]3[C:9]3[CH:8]=[CH:7][C:6]4[N:2]([CH3:1])[C:3]([CH2:45][NH:46][C:47]5[CH:52]=[CH:51][C:50]([C:53](=[NH:60])[NH2:54])=[CH:49][CH:48]=5)=[N:4][C:5]=4[CH:10]=3)=[O:18])[CH3:44])=[CH:25][C:26]=2[N:30]=[C:29]1[CH2:31][NH:32][C:33]1[CH:34]=[CH:35][C:36]([C:39](=[NH:61])[NH2:40])=[CH:37][CH:38]=1 |f:2.3.4,6.7|. Reported procedure: Prepared analogously to Example 25d from 1-methyl-2-[N-(4-cyanophenyl)aminomethyl]benzimidazol-5-yl-(1-methylcyclopent-1-yl) ketone, ethanolic hydrochloric acid, ethanol, and ammonium carbonate. Yield: 63.5% of theory, C23H27N5O (389.5); EKA mass spectrum: (M+H)+=390.